Dataset: the Open Reaction Database (ORD), a public repository of structured organic reaction records. Task: describe an organic reaction: reactants, conditions, products, and yield Reported procedure: The product of EXAMPLE 247 is treated with trimethyloxonium tetraflouroborate in CH2Cl2 by the method of EXAMPLE 26 to yield title material. Run in C(Cl)Cl (CH2Cl2). Starting materials: O=C1CCCCC(N1)CCCC(C(=O)OCC)NC(=O)OCC1=CC=CC=C1 (ethyl hexahydro-7-oxo-α-[[(phenylmethoxy)carbonyl]amino]-1H-azepine-2-pentanoate), F[B-](F)(F)F.C[O+](C)C (trimethyloxonium tetraflouroborate). As a reaction SMILES: [O:1]=[C:2]1[NH:8][CH:7]([CH2:9][CH2:10][CH2:11][CH:12]([NH:18][C:19]([O:21][CH2:22][C:23]2[CH:28]=[CH:27][CH:26]=[CH:25][CH:24]=2)=[O:20])[C:13]([O:15][CH2:16][CH3:17])=[O:14])[CH2:6][CH2:5][CH2:4][CH2:3]1.F[B-](F)(F)F.[CH3:34][O+](C)C>C(Cl)Cl>[CH3:34][O:1][C:2]1[CH2:3][CH2:4][CH2:5][CH2:6][CH:7]([CH2:9][CH2:10][CH2:11][CH:12]([NH:18][C:19]([O:21][CH2:22][C:23]2[CH:28]=[CH:27][CH:26]=[CH:25][CH:24]=2)=[O:20])[C:13]([O:15][CH2:16][CH3:17])=[O:14])[N:8]=1 |f:1.2|. Yields the product COC=1CCCCC(N1)CCCC(C(=O)OCC)NC(=O)OCC1=CC=CC=C1 (ethyl 3,4,5, 6-tetrahydro-7-methoxy-α[[(phenylmethoxy)carbonyl]amino]-2H-azepine-2-pentanoate). The reactants are CN(S(=O)(=O)C1=NC=CC=C1CO)C1=CC=CC=C1 (3-hydroxymethylpyridine-2-sulfonic acid methylphenylamide). Reagents/catalysts: [O-2].[Mn+4].[O-2] (manganese (IV) oxide), [O-2].[Mn+4].[O-2] (manganese (IV) oxide). Solvent: C(Cl)(Cl)Cl (chloroform). Run at time 2 hour. Yields the product CN(S(=O)(=O)C1=NC=CC=C1C=O)C1=CC=CC=C1 (3-formylpyridine-2-sulfonic acid methylphenylamide). Yield: 40.3%. Reaction SMILES: [CH3:1][N:2]([C:14]1[CH:19]=[CH:18][CH:17]=[CH:16][CH:15]=1)[S:3]([C:6]1[C:11]([CH2:12][OH:13])=[CH:10][CH:9]=[CH:8][N:7]=1)(=[O:5])=[O:4]>[O-2].[Mn+4].[O-2].C(Cl)(Cl)Cl>[CH3:1][N:2]([C:14]1[CH:19]=[CH:18][CH:17]=[CH:16][CH:15]=1)[S:3]([C:6]1[C:11]([CH:12]=[O:13])=[CH:10][CH:9]=[CH:8][N:7]=1)(=[O:5])=[O:4] |f:1.2.3|. Procedure: A mixture of 3-hydroxymethylpyridine-2-sulfonic acid methylphenylamide (0.25 g), chloroform (20 mL) and manganese (IV) oxide (3.9 g) was stirred at room temperature for 2 hours. The mixture was treated with additional manganese (IV) oxide (1.6 g) and stirred at room temperature for a further 2 hours. The mixture was filtered through hyflo and the filtrate was concentrated under reduced pressure to afford the title compound (0.10 g).